Dataset: the Open Reaction Database (ORD), a public repository of structured organic reaction records. Task: describe an organic reaction: reactants, conditions, products, and yield Starting materials: NC(=O)COc1ccccc1OCC(N)=O, O=S(=O)(O)Cl, ClCCl, O. The product is NC(=O)COc1ccc(S(=O)(=O)Cl)cc1OCC(N)=O. RXN SMILES: [C:1]([NH2:2])(=[O:3])[CH2:4][O:5][c:6]1[c:7]([O:8][CH2:9][C:10](=[O:11])[NH2:12])[cH:13][cH:14][cH:15][cH:16]1.[Cl:17][S:18](=[O:19])(=[O:20])[OH:21].[Cl:22][CH2:23][Cl:24].[OH2:25]>>[C:1]([NH2:2])(=[O:3])[CH2:4][O:5][c:6]1[c:7]([O:8][CH2:9][C:10](=[O:11])[NH2:12])[cH:13][cH:14][c:15]([S:18]([Cl:17])(=[O:19])=[O:20])[cH:16]1.